From a dataset of the Open Reaction Database (ORD), a public repository of structured organic reaction records. describe an organic reaction: reactants, conditions, products, and yield Reactants: (trans)-1-hexyl-1-(methane sulfonyloxy)-2-(trimethylsilyl)cyclopropane, [N+](CCCC)(CCCC)(CCCC)CCCC.[F-].O.O.O (Bu4NF.3H2O), C=1(C(=CC=CC1)C)C (xylene), O (water). Solvent: CS(=O)C (DMSO). Conditions: time 1 hour. Product: C(CCCCC)C1=CC1 (1-hexylcyclopropene). Reaction SMILES: [N+](CCCC)(CCCC)(CCCC)[CH2:2]CCC.[F-].O.O.O.[C:22]1([CH3:29])[C:23]([CH3:28])=[CH:24][CH:25]=[CH:26][CH:27]=1.O>CS(C)=O>[CH2:26]([C:27]1[CH2:22][CH:29]=1)[CH2:25][CH2:24][CH2:23][CH2:28][CH3:2] |f:0.1.2.3.4|. Procedure details: In situ, 0.586 g (2.0 mmol) of (trans)-1-hexyl-1-(methane sulfonyloxy)-2-(trimethylsilyl)cyclopropane of Preparation Example 9 was dissolved in 2.0 ml of DMSO, 0.94 g of Bu4NF.3H2O was added thereto and the resulting mixture was vigorously stirred at room temperature for one hour. 8.0 ml of xylene and 5.0 ml of water were added to the reaction solution and vigorously stirred for 5 minutes and stood. When the mixture was separated into a xylene layer (upper layer) and an aqueous layer (lower laye... The reactants are CN(C)C=O, CCOC(C)=O, NC(=O)C(F)(F)F, [H-], CC1(C)Oc2ccc([N+](=O)[O-])cc2C=C1CBr, [Na+], O. Product: CC1(C)Oc2ccc([N+](=O)[O-])cc2C=C1CNC(=O)C(F)(F)F. RXN SMILES: [CH3:28][N:29]([CH3:30])[CH:31]=[O:32].[CH3:33][CH2:34][O:35][C:36](=[O:37])[CH3:38].[F:1][C:2]([C:3](=[O:4])[NH2:5])([F:6])[F:7].[H-:8].[N+:10](=[O:11])([O-:12])[c:13]1[cH:14][cH:15][c:16]2[c:17]([cH:26]1)[CH:18]=[C:19]([CH2:24][Br:25])[C:20]([CH3:22])([CH3:23])[O:21]2.[Na+:9].[OH2:27]>>[F:1][C:2]([C:3](=[O:4])[NH:5][CH2:24][C:19]1=[CH:18][c:17]2[c:16]([cH:15][cH:14][c:13]([N+:10](=[O:11])[O-:12])[cH:26]2)[O:21][C:20]1([CH3:22])[CH3:23])([F:6])[F:7].